Dataset: the Open Reaction Database (ORD), a public repository of structured organic reaction records. Task: describe an organic reaction: reactants, conditions, products, and yield Starting materials: C(C)(C)(C)OC(=O)N(C(C(=O)ON1C(CCC1=O)=O)(C)C)C (2,5-dioxopyrrolidin-1-yl 2-(tert-butoxycarbonyl(methyl)amino)-2-methylpropanoate), N[C@@H](C(=O)N1CC2(C(CN(C2=O)C)C2=CC=C(C=C2)F)CCC1)COCC1=CC=C(C=C1)C (7-((R)-2-amino-3-(4-methylbenzyloxy)propanoyl)-4-(4-fluorophenyl)-2-methyl-2,7-diazaspiro[4.5]decan-1-one), CCN(C(C)C)C(C)C (DIPEA). The solvent is O (water), C1CCOC1 (THF). Conditions: time 8 hour. The product is FC1=CC=C(C=C1)C1CN(C(C12CN(CCC2)C([C@@H](COCC2=CC=C(C=C2)C)NC(C(C)(C)N(C(OC(C)(C)C)=O)C)=O)=O)=O)C (tert-butyl 1-((2R)-1-(4-(4-fluorophenyl)-2-methyl-1-oxo-2,7-diazaspiro[4.5]decan-7-yl)-3-(4-methylbenzyloxy)-1-oxopropan-2-ylamino)-2-methyl-1-oxopropan-2-yl(methyl)carbamate). Reaction SMILES: [C:1]([O:5][C:6]([N:8]([CH3:22])[C:9]([CH3:21])([CH3:20])[C:10](ON1C(=O)CCC1=O)=[O:11])=[O:7])([CH3:4])([CH3:3])[CH3:2].[NH2:23][C@H:24]([CH2:46][O:47][CH2:48][C:49]1[CH:54]=[CH:53][C:52]([CH3:55])=[CH:51][CH:50]=1)[C:25]([N:27]1[CH2:45][CH2:44][CH2:43][C:29]2([C:33](=[O:34])[N:32]([CH3:35])[CH2:31][CH:30]2[C:36]2[CH:41]=[CH:40][C:39]([F:42])=[CH:38][CH:37]=2)[CH2:28]1)=[O:26].CCN(C(C)C)C(C)C>C1COCC1.O>[F:42][C:39]1[CH:38]=[CH:37][C:36]([CH:30]2[C:29]3([CH2:43][CH2:44][CH2:45][N:27]([C:25](=[O:26])[C@H:24]([NH:23][C:10](=[O:11])[C:9]([N:8]([CH3:22])[C:6](=[O:7])[O:5][C:1]([CH3:3])([CH3:2])[CH3:4])([CH3:21])[CH3:20])[CH2:46][O:47][CH2:48][C:49]4[CH:54]=[CH:53][C:52]([CH3:55])=[CH:51][CH:50]=4)[CH2:28]3)[C:33](=[O:34])[N:32]([CH3:35])[CH2:31]2)=[CH:41][CH:40]=1. Procedure: To 2,5-dioxopyrrolidin-1-yl 2-(tert-butoxycarbonyl(methyl)amino)-2-methylpropanoate (80 mg, 0.254 mmol) and 7-((R)-2-amino-3-(4-methylbenzyloxy)propanoyl)-4-(4-fluorophenyl)-2-methyl-2,7-diazaspiro[4.5]decan-1-one (115 mg, 0.254 mmol) in THF (3 ml) was added DIPEA (0.044 ml, 0.254 mmol) and the mixture stirred at RT overnight. The mixture was diluted with water (10 ml) and extracted with EtOAc (50 ml). The extracts were dried (MgSO4) and concentrated. The residue was applied to a 12 g silica car... The reactants are COC(C1=CC=C(C=C1)OCCCCCCCCCCCCCCCCCC)=O (Methyl-4-octadecyloxy-benzoate), C1(=CC=CC=C1)O (phenol), C(C\C=C\CCCCCC)O (trans-3-Decenol), CCOC(=O)/N=N/C(=O)OCC (DEAD). Run in CCOCC (ether). The product is COC(C1=CC=C(C=C1)OCC\C=C\CCCCCC)=O (Methyl-4-(trans-3-decenyloxy)-benzoate). The yield is 85.0%. As a reaction SMILES: C1(O)C=CC=CC=1.C(O)C/C=C/CCCCCC.CCOC(/N=N/C(OCC)=O)=O.[CH3:31][O:32][C:33](=[O:59])[C:34]1[CH:39]=[CH:38][C:37]([O:40][CH2:41][CH2:42][CH2:43][CH2:44][CH2:45][CH2:46][CH2:47][CH2:48][CH2:49][CH2:50]CCCCCCCC)=[CH:36][CH:35]=1>CCOCC>[CH3:31][O:32][C:33](=[O:59])[C:34]1[CH:39]=[CH:38][C:37]([O:40][CH2:41][CH2:42]/[CH:43]=[CH:44]/[CH2:45][CH2:46][CH2:47][CH2:48][CH2:49][CH3:50])=[CH:36][CH:35]=1. Procedure details: Ester 34 (500 mg, 3.29 mmol), 3-decenol 26h (514 mg, 3.29 mmol), TPP (992 mg, 3.78 mmol), DEAD (658 mg, 3.78 mmol), and 33 ml ether were reacted according to the procedure for compound 35a. The crude product was purified via flash chromatography over silica gel with gradual elutions from 95/5-90/10 (v/v, Hex/EtOAc). Evaporation of solvent yielded 810 mg (85%) of colorless liquid which was not quite pure. The product was used without further purification.